From a dataset of the Open Reaction Database (ORD), a public repository of structured organic reaction records. describe an organic reaction: reactants, conditions, products, and yield The reactants are CC=1C=C(C=C(C1)C)C=1NC2=CC=CC=C2C1CN(C)C ([2-(3,5-dimethylphenyl)-1H-indol-3-ylmethyl]dimethylamine), IC (iodomethane). Conditions: time 3 hour. Yields the product [I-].CC=1C=C(C=C(C1)C)C=1NC2=CC=CC=C2C1C[N+](C)(C)C ([2-(3,5-dimethylphenyl)-1H-indol-3-ylmethyl]trimethylammonium iodide). RXN SMILES: [CH3:1][C:2]1[CH:3]=[C:4]([C:9]2[NH:10][C:11]3[C:16]([C:17]=2[CH2:18][N:19]([CH3:21])[CH3:20])=[CH:15][CH:14]=[CH:13][CH:12]=3)[CH:5]=[C:6]([CH3:8])[CH:7]=1.[I:22][CH3:23]>>[I-:22].[CH3:1][C:2]1[CH:3]=[C:4]([C:9]2[NH:10][C:11]3[C:16]([C:17]=2[CH2:18][N+:19]([CH3:23])([CH3:21])[CH3:20])=[CH:15][CH:14]=[CH:13][CH:12]=3)[CH:5]=[C:6]([CH3:8])[CH:7]=1 |f:2.3|. Procedure details: To a solution of [2-(3,5-dimethylphenyl)-1H-indol-3-ylmethyl]dimethylamine (350 mg in 4 mL diethyl ether) was added 0.5 mL iodomethane and the mixture stirred at room temperature. After 3 hours, the mixture was filtered and the solids dried in vacuo to provide the crude title compound. (414 mg). The reactants are CC(C)(C)[O-], CC(C)(C)O, N#CCCl, Cl, [K+], O=C1CCOCC1, O. The product is N#CC1OC12CCOCC2. Reaction SMILES: [CH3:12][C:13]([CH3:14])([O-:15])[CH3:16].[CH3:18][C:19]([OH:20])([CH3:21])[CH3:22].[Cl:8][CH2:9][C:10]#[N:11].[ClH:24].[K+:17].[O:1]1[CH2:2][CH2:3][C:4](=[O:7])[CH2:5][CH2:6]1.[OH2:23]>>[O:1]1[CH2:2][CH2:3][C:4]2([CH2:5][CH2:6]1)[O:7][CH:9]2[C:10]#[N:11]. Starting materials: S(=O)(Cl)Cl (thionyl chloride), C(C1=CC=CC=C1)OC1=CC=C(C=C1)C=1C(N2C=CC3=C(C2=C(C1)C(=O)O)SC=C3)=O (8-[p-(benzyloxy)phenyl]-7-oxo-7H-thieno[2,3-a]quinolizine-10-carboxylic acid), COCCN (2-methoxy-ethylamine). The solvent is C1(=CC=CC=C1)C (toluene). Conditions: time 4 hour. The product is COCCNC(=O)C=1C=C(C(N2C=CC3=C(C12)SC=C3)=O)C3=CC=C(C=C3)OCC3=CC=CC=C3 (8-(4-benzyloxy-phenyl)-7-oxo-7H-thieno[2,3-a]quinolizine-10-carboxylic acid (2-methoxy-ethyl)-amide). The yield is 82.5%. RXN SMILES: [CH2:1]([O:8][C:9]1[CH:14]=[CH:13][C:12]([C:15]2[C:16](=[O:31])[N:17]3[C:22](=[C:23]([C:25](O)=[O:26])[CH:24]=2)[C:21]2[S:28][CH:29]=[CH:30][C:20]=2[CH:19]=[CH:18]3)=[CH:11][CH:10]=1)[C:2]1[CH:7]=[CH:6][CH:5]=[CH:4][CH:3]=1.S(Cl)(Cl)=O.[CH3:36][O:37][CH2:38][CH2:39][NH2:40]>C1(C)C=CC=CC=1>[CH3:36][O:37][CH2:38][CH2:39][NH:40][C:25]([C:23]1[CH:24]=[C:15]([C:12]2[CH:13]=[CH:14][C:9]([O:8][CH2:1][C:2]3[CH:7]=[CH:6][CH:5]=[CH:4][CH:3]=3)=[CH:10][CH:11]=2)[C:16](=[O:31])[N:17]2[C:22]=1[C:21]1[S:28][CH:29]=[CH:30][C:20]=1[CH:19]=[CH:18]2)=[O:26]. Procedure: A suspension of 0.15 mg (0.35 mmol) of 8-[p-(benzyloxy)phenyl]-7-oxo-7H-thieno[2,3-a]quinolizine-10-carboxylic acid in 4 ml of toluene was heated at 50° C. for 4 hours with 0.15 ml (2.1 mmol) of thionyl chloride. After removal of all volatile constituents by distillation the residue was suspended in 5 ml of dioxan, treated with 0.06 g (0.76 mmol) of 2-methoxy-ethylamine and stirred at room temperature for 4 hours. After concentration the residue was taken up in dichloromethane, extracted with wa... Reactants: CC(C)(C)C1=CC=C(C=C1)N (4-(1,1-dimethylethyl)benzenamine), ClCCC(=O)Cl (3-chloropropanoyl chloride), N1CCOCC1 (morpholine). Yields the product CC(C)(C)C1=CC=C(C=C1)NC(CCN1CCOCC1)=O (N-[4-(1,1-Dimethyethyl)phenyl]-4-morpholinepropanamide). As a reaction SMILES: [CH3:1][C:2]([C:5]1[CH:10]=[CH:9][C:8]([NH2:11])=[CH:7][CH:6]=1)([CH3:4])[CH3:3].Cl[CH2:13][CH2:14][C:15](Cl)=[O:16].[NH:18]1[CH2:23][CH2:22][O:21][CH2:20][CH2:19]1>>[CH3:4][C:2]([C:5]1[CH:6]=[CH:7][C:8]([NH:11][C:15](=[O:16])[CH2:14][CH2:13][N:18]2[CH2:23][CH2:22][O:21][CH2:20][CH2:19]2)=[CH:9][CH:10]=1)([CH3:1])[CH3:3]. Procedure: In a manner similar to Preparation 1 react 4-(1,1-dimethylethyl)benzenamine with 3-chloropropanoyl chloride followed by morpholine to obtain the title compound. Starting materials: C1CCOC1, CS(=O)(=O)c1ccc(N2CCc3c(Cl)ncnc32)c(F)c1, [H-], [Na+], CC(C)COC(=O)N1CCC(O)CC1. The product is CC(C)COC(=O)N1CCC(Oc2ncnc3c2CCN3c2ccc(S(C)(=O)=O)cc2F)CC1. Reaction SMILES: [CH2:38]1[O:39][CH2:40][CH2:41][CH2:42]1.[Cl:1][c:2]1[c:3]2[c:4]([n:5][cH:6][n:7]1)[N:8]([c:11]1[c:12]([F:21])[cH:13][c:14]([S:17](=[O:18])(=[O:19])[CH3:20])[cH:15][cH:16]1)[CH2:9][CH2:10]2.[H-:23].[Na+:22].[OH:24][CH:25]1[CH2:26][CH2:27][N:28]([C:31](=[O:32])[O:33][CH2:34][CH:35]([CH3:36])[CH3:37])[CH2:29][CH2:30]1>>[c:2]1([O:24][CH:25]2[CH2:26][CH2:27][N:28]([C:31](=[O:32])[O:33][CH2:34][CH:35]([CH3:36])[CH3:37])[CH2:29][CH2:30]2)[c:3]2[c:4]([n:5][cH:6][n:7]1)[N:8]([c:11]1[c:12]([F:21])[cH:13][c:14]([S:17](=[O:18])(=[O:19])[CH3:20])[cH:15][cH:16]1)[CH2:9][CH2:10]2. The reactants are CN(C)C=O, CC(=O)[O-], [Na+], O=P(Cl)(Cl)Cl, c1ccc(-c2ccco2)cc1. Yields the product O=Cc1ccc(-c2ccccc2)o1. RXN SMILES: [CH3:1][N:2]([CH:3]=[O:4])[CH3:5].[CH3:23][C:24](=[O:25])[O-:26].[Na+:22].[P:6]([Cl:7])([Cl:8])([Cl:9])=[O:10].[c:11]1(-[c:17]2[o:18][cH:19][cH:20][cH:21]2)[cH:12][cH:13][cH:14][cH:15][cH:16]1>>[CH:3](=[O:4])[c:19]1[o:18][c:17](-[c:11]2[cH:12][cH:13][cH:14][cH:15][cH:16]2)[cH:21][cH:20]1. Reactants: FC1=CC(=C(C=C1N1CCOCCC1)N)[N+](=O)[O-] (4-fluoro-2-nitro-5-perhydro-1,4-oxazepin-4-ylphenylamine), [H][H] (hydrogen). The reagents and catalysts are [Pd] (palladium-on-charcoal). The solvent is CO (methanol). The product is FC=1C=C(C(=CC1N1CCOCCC1)N)N (4-fluoro-5-perhydro-1,4-oxazepin-4-ylbenzene-1,2-diamine). Isolated yield 48.6%. Reaction SMILES: [F:1][C:2]1[C:7]([N:8]2[CH2:14][CH2:13][CH2:12][O:11][CH2:10][CH2:9]2)=[CH:6][C:5]([NH2:15])=[C:4]([N+:16]([O-])=O)[CH:3]=1.[H][H]>CO.[Pd]>[F:1][C:2]1[CH:3]=[C:4]([NH2:16])[C:5]([NH2:15])=[CH:6][C:7]=1[N:8]1[CH2:14][CH2:13][CH2:12][O:11][CH2:10][CH2:9]1. Procedure details: 7 g of 4-fluoro-2-nitro-5-perhydro-1,4-oxazepin-4-ylphenylamine in solution in 170 mL of methanol are hydrogenated under 1 bar of hydrogen pressure in the presence of 700 mg of palladium-on-charcoal at 22° C. for 10 hours. The reaction crude is filtered through celite and the filtrate is concentrated under vacuum in a rotary evaporator. After evaporation, the reaction crude is purified by flash chromatography (elution dichloromethane/methanol). 3 g of 4-fluoro-5-perhydro-1,4-oxazepin-4-ylbenzene... Starting materials: NC1=C(C(=O)NCCC)C=CC=C1 (2-Amino-N-propylbenzamide), C(CC)N (propylamine), C1=2C(=O)OC(NC1=CC=CC2)=O (isatoic anhydride). Product: N1C(=NCC1)CNC1=C(C(=O)NCCC)C=CC=C1 (2-[(4,5-dihydro-1H-imidazol-2-ylmethyl)amino]-N-propylbenzamide). As a reaction SMILES: [NH2:1][C:2]1[CH:13]=[CH:12][CH:11]=[CH:10][C:3]=1[C:4]([NH:6][CH2:7][CH2:8][CH3:9])=[O:5].[CH2:14]([NH2:17])[CH2:15]C.[C:18]12[C:24](=CC=CC=1)[NH:23]C(=O)OC2=O>>[NH:17]1[CH2:14][CH2:15][N:23]=[C:24]1[CH2:18][NH:1][C:2]1[CH:13]=[CH:12][CH:11]=[CH:10][C:3]=1[C:4]([NH:6][CH2:7][CH2:8][CH3:9])=[O:5]. Reported procedure: 2-Amino-N-propylbenzamide (prepared from propylamine and isatoic anhydride, using, the methods described in Example 17) and CMI were reacted using conditions described in the general procedure for CMI coupling to give 2-[(4,5-dihydro-1H-imidazol-2-ylmethyl)amino]-N-propylbenzamide, isolated as the hydrochloride salt.